describe an organic reaction: reactants, conditions, products, and yield From a dataset of the Open Reaction Database (ORD), a public repository of structured organic reaction records. The reactants are CCCN(CC1CCN(C(=O)OC(C)(C)C)CC1)C1CCc2ccc([N+](=O)[O-])cc2C1, ClCCl, CCN(CC1CCN(C(=O)NC(C)C)CC1)C1CCc2ccc(NC(=O)c3ccc(S(C)(=O)=O)cc3)cc2C1, O=C(O)C(F)(F)F. Product: CCCN(CC1CCNCC1)C1CCc2ccc([N+](=O)[O-])cc2C1. As a reaction SMILES: [C:1]([O:2][C:3](=[O:4])[N:8]1[CH2:9][CH2:10][CH:11]([CH2:14][N:15]([CH2:16][CH2:17][CH3:18])[CH:19]2[CH2:20][c:21]3[cH:22][c:23]([N+:29](=[O:30])[O-:31])[cH:24][cH:25][c:26]3[CH2:27][CH2:28]2)[CH2:12][CH2:13]1)([CH3:5])([CH3:6])[CH3:7].[CH2:78]([Cl:79])[Cl:80].[CH:32]([NH:33][C:34]([N:35]1[CH2:36][CH2:37][CH:38]([CH2:39][N:40]([CH2:41][CH3:42])[CH:43]2[CH2:44][CH2:45][c:46]3[c:47]([cH:48][c:49]([NH:50][C:51](=[O:52])[c:53]4[cH:54][cH:55][c:56]([S:57]([CH3:58])(=[O:59])=[O:60])[cH:61][cH:62]4)[cH:63][cH:64]3)[CH2:65]2)[CH2:66][CH2:67]1)=[O:68])([CH3:69])[CH3:70].[OH:71][C:72]([C:73]([F:74])([F:75])[F:76])=[O:77]>>[NH:8]1[CH2:9][CH2:10][CH:11]([CH2:14][N:15]([CH2:16][CH2:17][CH3:18])[CH:19]2[CH2:20][c:21]3[cH:22][c:23]([N+:29](=[O:30])[O-:31])[cH:24][cH:25][c:26]3[CH2:27][CH2:28]2)[CH2:12][CH2:13]1. Reactants: C[C@H](/C=C/[C@H](C)C(C)C)[C@H]1CC[C@@H]2[C@@]1(CC[C@H]3C2=CC=C4[C@@]3(CC[C@@H](C4)O)C)C (ergosterol), C(C)(=O)OC(C)=O (acetic anhydride), O (water). Solvent: N1=CC=CC=C1 (pyridine). Run at time 8 hour. Yields the product C(C)(=O)O[C@@H]1CC2=CC=C3[C@@H]4CC[C@H]([C@@H](/C=C/[C@@H](C(C)C)C)C)[C@]4(CC[C@@H]3[C@]2(CC1)C)C ((22E)-5,7,22-ergostatriene-3β-yl acetate). The yield is 73.6%. As a reaction SMILES: [CH3:1][C@@H:2]([C@@H:10]1[C@@:14]2([CH3:29])[CH2:15][CH2:16][C@@H:17]3[C@@:22]4([CH3:28])[CH2:23][CH2:24][C@H:25]([OH:27])[CH2:26][C:21]4=[CH:20][CH:19]=[C:18]3[C@@H:13]2[CH2:12][CH2:11]1)/[CH:3]=[CH:4]/[C@@H:5]([CH:7]([CH3:9])[CH3:8])[CH3:6].[C:30](OC(=O)C)(=[O:32])[CH3:31].O>N1C=CC=CC=1>[C:30]([O:27][C@H:25]1[CH2:24][CH2:23][C@@:22]2([CH3:28])[C:21](=[CH:20][CH:19]=[C:18]3[C@@H:17]2[CH2:16][CH2:15][C@@:14]2([CH3:29])[C@H:13]3[CH2:12][CH2:11][C@@H:10]2[C@H:2]([CH3:1])/[CH:3]=[CH:4]/[C@H:5]([CH3:6])[CH:7]([CH3:8])[CH3:9])[CH2:26]1)(=[O:32])[CH3:31]. Reported procedure: To a solution of 50 gm (0.13 mol) of ergosterol (1) in 300 ml of anhydrous pyridine was added 33.3 ml (0.35 mol) of acetic anhydride. The mixture was stirred at room temperature overnight and then 600 ml of water was added. The precipitate was filtered and washed three times with 200 ml portions of acetonitrile and then air dried to yield 42.0 g (74%) of (2). Starting materials: Cc1c(N=C=S)cc(C#N)c2cccnc12, Cc1ccccc1, NCCN. Product: Cc1c(NC(=S)NCCN)cc(C#N)c2cccnc12. As a reaction SMILES: [C:1](#[N:2])[c:3]1[c:4]2[cH:5][cH:6][cH:7][n:8][c:9]2[c:10]([CH3:16])[c:11]([N:13]=[C:14]=[S:15])[cH:12]1.[CH3:21][c:22]1[cH:23][cH:24][cH:25][cH:26][cH:27]1.[NH2:17][CH2:18][CH2:19][NH2:20]>>[C:1](#[N:2])[c:3]1[c:4]2[cH:5][cH:6][cH:7][n:8][c:9]2[c:10]([CH3:16])[c:11]([NH:13][C:14](=[S:15])[NH:20][CH2:19][CH2:18][NH2:17])[cH:12]1.